Dataset: the Open Reaction Database (ORD), a public repository of structured organic reaction records. Task: describe an organic reaction: reactants, conditions, products, and yield Starting materials: Nc1c(Cl)cc(Cl)cc1C(=O)NOCCO, O=S(Cl)Cl. Yields the product Nc1c(Cl)cc(Cl)cc1C1=NOCCO1. Reaction SMILES: [Cl:1][c:2]1[c:3]([NH2:16])[c:4]([C:5](=[O:6])[NH:7][O:8][CH2:9][CH2:10][OH:11])[cH:12][c:13]([Cl:15])[cH:14]1.[S:17]([Cl:18])([Cl:19])=[O:20]>>[Cl:1][c:2]1[c:3]([NH2:16])[c:4]([C:5]2=[N:7][O:8][CH2:9][CH2:10][O:11]2)[cH:12][c:13]([Cl:15])[cH:14]1. Starting materials: ClC(Cl)Cl, C=C(C)OC(=O)Nc1cc(C(F)(F)F)ccn1, O=C(OO)c1cccc(Cl)c1. The product is C=C(C)OC(=O)Nc1cc(C(F)(F)F)cc[n+]1[O-]. Reaction SMILES: [Cl:29][CH:30]([Cl:31])[Cl:32].[F:1][C:2]([c:3]1[cH:4][c:5]([NH:9][C:10]([O:11][C:12](=[CH2:13])[CH3:14])=[O:15])[n:6][cH:7][cH:8]1)([F:16])[F:17].[OH:18][O:19][C:20]([c:21]1[cH:22][c:23]([Cl:24])[cH:25][cH:26][cH:27]1)=[O:28]>>[F:1][C:2]([c:3]1[cH:4][c:5]([NH:9][C:10]([O:11][C:12](=[CH2:13])[CH3:14])=[O:15])[n+:6]([O-:18])[cH:7][cH:8]1)([F:16])[F:17].